Dataset: the Open Reaction Database (ORD), a public repository of structured organic reaction records. Task: describe an organic reaction: reactants, conditions, products, and yield The reactants are O=C([O-])[O-], CCC(C)=O, ClCCN1CCCCC1, Cl, [I-], [K+], [K+], [K+], [Na+], [OH-], Nc1n[nH]cc1-c1ccccc1. Yields the product Nc1nn(CCN2CCCCC2)cc1-c1ccccc1. Reaction SMILES: [C:23](=[O:24])([O-:25])[O-:26].[CH3:33][C:34](=[O:35])[CH2:36][CH3:37].[Cl:14][CH2:15][CH2:16][N:17]1[CH2:18][CH2:19][CH2:20][CH2:21][CH2:22]1.[ClH:13].[I-:30].[K+:27].[K+:28].[K+:29].[Na+:32].[OH-:31].[c:1]1(-[c:7]2[c:8]([NH2:12])[n:9][nH:10][cH:11]2)[cH:2][cH:3][cH:4][cH:5][cH:6]1>>[c:1]1(-[c:7]2[c:8]([NH2:12])[n:9][n:10]([CH2:15][CH2:16][N:17]3[CH2:18][CH2:19][CH2:20][CH2:21][CH2:22]3)[cH:11]2)[cH:2][cH:3][cH:4][cH:5][cH:6]1. Starting materials: NC1=CC=CC=C1 (aniline), COC1=C(N)C=CC(=C1)[N+](=O)[O-] (2-Methoxy-4-nitroaniline), C(C)(C)N(CC)C(C)C (diisopropylethylamine), ClCC(=O)Cl (chloroacetyl chloride), δ. The solvent is ClCCl (dichloromethane), ClCCl (dichloromethane). Conditions: temperature 0 celsius. Yields the product COC1=C(C=CC(=C1)[N+](=O)[O-])NC(CCl)=O (N-(2-methoxy-4-nitrophenyl)chloroacetamide). RXN SMILES: [CH3:1][O:2][C:3]1[CH:9]=[C:8]([N+:10]([O-:12])=[O:11])[CH:7]=[CH:6][C:4]=1[NH2:5].C(N(C(C)C)CC)(C)C.[Cl:22][CH2:23][C:24](Cl)=[O:25].NC1C=CC=CC=1>ClCCl>[CH3:1][O:2][C:3]1[CH:9]=[C:8]([N+:10]([O-:12])=[O:11])[CH:7]=[CH:6][C:4]=1[NH:5][C:24](=[O:25])[CH2:23][Cl:22]. Procedure details: 2-Methoxy-4-nitroaniline (8.40 g, 50 mmol) was dissolved in 200 mL dichloromethane and stirred at 0° C. while adding diisopropylethylamine (6.45 g, 50 mmol) then a solution of chloroacetyl chloride (5.65 g, 50 mmol) in 50 mL dichloromethane. The mixture was stirred for 17 h at 20-25° C., evaporated and 300 mL ethyl acetate added. The solution was washed with 2×100 mL 2M hydrochloric acid then brine, dried (sodium sulphate) and evaporated. The residue dissolved in 200 mL warm toluene, charcoaled ...